This data is from the Open Reaction Database (ORD), a public repository of structured organic reaction records. The task is: describe an organic reaction: reactants, conditions, products, and yield Reactants: C=C1CN(S(=O)(=O)c2ccc([N+](=O)[O-])cc2)CN(S(=O)(=O)c2ccc([N+](=O)[O-])cc2)C1, CSC, CC(C)=O, O=[O+][O-], O. Product: O=C1CN(S(=O)(=O)c2ccc([N+](=O)[O-])cc2)CN(S(=O)(=O)c2ccc([N+](=O)[O-])cc2)C1. Reaction SMILES: [CH2:4]=[C:5]1[CH2:6][N:7]([S:23](=[O:24])(=[O:25])[c:26]2[cH:27][cH:28][c:29]([N+:32](=[O:33])[O-:34])[cH:30][cH:31]2)[CH2:8][N:9]([S:11](=[O:12])(=[O:13])[c:14]2[cH:15][cH:16][c:17]([N+:20](=[O:21])[O-:22])[cH:18][cH:19]2)[CH2:10]1.[CH3:35][S:36][CH3:37].[CH3:39][C:40](=[O:41])[CH3:42].[O-:1][O+:2]=[O:3].[O:38]>>[O:1]=[C:5]1[CH2:6][N:7]([S:23](=[O:24])(=[O:25])[c:26]2[cH:27][cH:28][c:29]([N+:32](=[O:33])[O-:34])[cH:30][cH:31]2)[CH2:8][N:9]([S:11](=[O:12])(=[O:13])[c:14]2[cH:15][cH:16][c:17]([N+:20](=[O:21])[O-:22])[cH:18][cH:19]2)[CH2:10]1. Starting materials: CCCCP(CCCC)CCCC, Cl[SiH](Cl)Cl, Fc1ccc(CCl)cc1. Product: Fc1ccc(C[Si](Cl)(Cl)Cl)cc1. RXN SMILES: [CH2:1]([P:2]([CH2:3][CH2:4][CH2:5][CH3:6])[CH2:7][CH2:8][CH2:9][CH3:10])[CH2:11][CH2:12][CH3:13].[Cl:23][SiH:24]([Cl:25])[Cl:26].[F:14][c:15]1[cH:16][cH:17][c:18]([CH2:19][Cl:20])[cH:21][cH:22]1>>[F:14][c:15]1[cH:16][cH:17][c:18]([CH2:19][Si:24]([Cl:23])([Cl:25])[Cl:26])[cH:21][cH:22]1. The reactants are C(C)OCC=1N(C2=C(C(=NC=3C=CC=NC23)N)N1)CC(C)C (2-(ethoxymethyl)-1-(2-methylpropyl)-1H-imidazo[4,5-c][1,5]naphthyridin-4-amine), B(Br)(Br)Br (boron tribromide), CC(CN)C (2-methylpropan-1-amine), NCC(C)(O)C (1-amino-2-methylpropan-2-ol). The solvent is ClCCl (dichloromethane). Run at time 44 hour. Product: NC1=NC=2C=CC=NC2C2=C1N=C(N2CC(C)C)CO ([4-amino-1-(2-methylpropyl)-1H-imidazo[4,5-c][1,5]naphthyridin-2-yl]methanol). As a reaction SMILES: C([O:3][CH2:4][C:5]1[N:6]([CH2:19][CH:20]([CH3:22])[CH3:21])[C:7]2[C:16]3[N:15]=[CH:14][CH:13]=[CH:12][C:11]=3[N:10]=[C:9]([NH2:17])[C:8]=2[N:18]=1)C.CC(C)CN.NCC(C)(O)C.B(Br)(Br)Br>ClCCl>[NH2:17][C:9]1[C:8]2[N:18]=[C:5]([CH2:4][OH:3])[N:6]([CH2:19][CH:20]([CH3:22])[CH3:21])[C:7]=2[C:16]2[N:15]=[CH:14][CH:13]=[CH:12][C:11]=2[N:10]=1. Procedure details: To a chilled solution (ice bath) of 2-(ethoxymethyl)-1-(2-methylpropyl)-1H-imidazo[4,5-c][1,5]naphthyridin-4-amine (2.0 g, 6.69 mmol, prepared according to the general methods of Example 6 using 2-methylpropan-1-amine in lieu of 1-amino-2-methylpropan-2-ol) in dichloromethane (50 mL) was added boron tribromide (20 mL, 1M solution in dichloromethane). The mixture turned light purple and was stirred at ambient temperature for 44 hours. The reaction was quenched with methanol (20 mL) and aqueous hy... Starting materials: O=C1OC2=CC3=C(C=C2C(=C1CC(=O)OCC)C1=CC=CC=C1)COC3=O (Ethyl 2-(2,8-dioxo-4-phenyl-6,8-dihydro-2H-furo[3,4-g]chromen-3-yl)acetate), Cl (hydrochloric acid). Solvent: C(C)(=O)O (acetic acid), C1CCOC1 (THF), C(C)(=O)OCC (ethyl acetate). Yields the product O=C1OC2=CC3=C(C=C2C(=C1CC(=O)O)C1=CC=CC=C1)COC3=O (2-(2,8-dioxo-4-phenyl-6,8-dihydro-2H-furo[3,4-g]chromen-3-yl)acetic acid). The yield is 134.5%. As a reaction SMILES: [O:1]=[C:2]1[C:11]([CH2:12][C:13]([O:15]CC)=[O:14])=[C:10]([C:18]2[CH:23]=[CH:22][CH:21]=[CH:20][CH:19]=2)[C:9]2[C:4](=[CH:5][C:6]3[C:26](=[O:27])[O:25][CH2:24][C:7]=3[CH:8]=2)[O:3]1.Cl>C(O)(=O)C.C1COCC1.C(OCC)(=O)C>[O:1]=[C:2]1[C:11]([CH2:12][C:13]([OH:15])=[O:14])=[C:10]([C:18]2[CH:23]=[CH:22][CH:21]=[CH:20][CH:19]=2)[C:9]2[C:4](=[CH:5][C:6]3[C:26](=[O:27])[O:25][CH2:24][C:7]=3[CH:8]=2)[O:3]1. Reported procedure: Ethyl 2-(2,8-dioxo-4-phenyl-6,8-dihydro-2H-furo[3,4-g]chromen-3-yl)acetate (58 mg) was dissolved in acetic acid (2 ml) and concentrated hydrochloric acid (1 ml), and heated under reflux for 30 minutes. The reaction solution was concentrated under reduced pressure to obtain the residue, which was dissolved in a solvent mixture of THF (10 ml) and ethyl acetate (50 ml), and then washed with water followed by a saturated aqueous solution of sodium chloride. After drying over magnesium sulfate, the s...